From a dataset of the Open Reaction Database (ORD), a public repository of structured organic reaction records. describe an organic reaction: reactants, conditions, products, and yield Reactants: C(CCC)NC(CC=1C=C2C=CN(C2=CC1)C)=O (N-butyl-1-methylindole-5-acetamide), BrCC1=C(C=C(C(=O)OC)C=C1)OC (methyl 4-bromomethyl-3-methoxybenzoate), BrCC1=C(C=C(C(=O)OC)C=C1)OC (methyl 4-bromomethyl-3-methoxybenzoate). As a reaction SMILES: [CH2:1]([NH:5][C:6](=[O:18])[CH2:7][C:8]1[CH:9]=[C:10]2[C:14](=[CH:15][CH:16]=1)[N:13]([CH3:17])[CH:12]=[CH:11]2)[CH2:2][CH2:3][CH3:4].Br[CH2:20][C:21]1[CH:30]=[CH:29][C:24]([C:25]([O:27][CH3:28])=[O:26])=[CH:23][C:22]=1[O:31][CH3:32]>CN(C)C=O>[CH2:1]([NH:5][C:6]([CH2:7][C:8]1[CH:9]=[C:10]2[C:14](=[CH:15][CH:16]=1)[N:13]([CH3:17])[CH:12]=[C:11]2[CH2:20][C:21]1[CH:30]=[CH:29][C:24]([C:25]([O:27][CH3:28])=[O:26])=[CH:23][C:22]=1[O:31][CH3:32])=[O:18])[CH2:2][CH2:3][CH3:4]. Run in CN(C=O)C (dimethylformamide). Procedure: A solution of N-butyl-1-methylindole-5-acetamide (0.46 g) and methyl 4-bromomethyl-3-methoxybenzoate (0.49 g) in dimethylformamide (10 ml) was heated at 80° under a nitrogen atmosphere for 18 hr. Additional methyl 4-bromomethyl-3-methoxybenzoate (0.49 g) was added to the reaction and stirring was continued for 18 hr at 80°. The dimethylformamide was evaporated: and the oily residue was purified by flash chromatography, eluting with 1:1 ethyl acetate:hexane to give methyl 4-(5-butylcarbamoylmethy... The yield is 28.9%. Product: C(CCC)NC(=O)CC=1C=C2C(=CN(C2=CC1)C)CC1=C(C=C(C(=O)OC)C=C1)OC (methyl 4-(5-butylcarbamoylmethyl-1-methylindol-3-ylmethyl)-3-methoxybenzoate). Conditions: time 18 hour. Starting materials: CN1C=C(C(C(=C1)C1=CC(=CC=C1)C(F)(F)F)=O)C(CC)=O (1-methyl-3-propionyl-5-(3-trifluoromethylphenyl)-4(1H)-pyridinone), ClN1C(CCC1=O)=O (N-chlorosuccinimide). Run in C(Cl)(Cl)Cl (chloroform). Yields the product ClC(C(=O)C1=CN(C=C(C1=O)C1=CC(=CC=C1)C(F)(F)F)C)C (3-(2-Chloropropionyl)-1-methyl-5-(3-trifluoromethylphenyl)-4(1H)-pyridinone). As a reaction SMILES: [CH3:1][N:2]1[CH:7]=[C:6]([C:8]2[CH:13]=[CH:12][CH:11]=[C:10]([C:14]([F:17])([F:16])[F:15])[CH:9]=2)[C:5](=[O:18])[C:4]([C:19](=[O:22])[CH2:20][CH3:21])=[CH:3]1.[Cl:23]N1C(=O)CCC1=O>C(Cl)(Cl)Cl>[Cl:23][CH:20]([CH3:21])[C:19]([C:4]1[C:5](=[O:18])[C:6]([C:8]2[CH:13]=[CH:12][CH:11]=[C:10]([C:14]([F:15])([F:16])[F:17])[CH:9]=2)=[CH:7][N:2]([CH3:1])[CH:3]=1)=[O:22]. Procedure: A 2.7 g. portion of 1-methyl-3-propionyl-5-(3-trifluoromethylphenyl)-4(1H)-pyridinone was dissolved in 125 ml. of chloroform, and 2.3 g. of N-chlorosuccinimide was added. The mixture was stirred under reflux overnight, and was then cooled and washed, first with 1 N sodium hydroxide, and then with saturated sodium chloride solution. The organic layer was then dried over magnesium sulfate and evaporated under vacuum to obtain 2.2 g. of a partially crystalline solid. The product was crystallized fr... The reactants are O=C([O-])[O-], CC(=O)OCC(=O)C(C)(C)NC(=O)c1cc(Cl)cc(Cl)c1, CO, [K+], [K+]. The product is CC(C)(NC(=O)c1cc(Cl)cc(Cl)c1)C(=O)CO. As a reaction SMILES: [C:22](=[O:23])([O-:24])[O-:25].[CH3:1][C:2]([C:3](=[O:4])[CH2:5][O:6][C:7](=[O:8])[CH3:9])([CH3:10])[NH:11][C:12]([c:13]1[cH:14][c:15]([Cl:20])[cH:16][c:17]([Cl:19])[cH:18]1)=[O:21].[CH3:28][OH:29].[K+:26].[K+:27]>>[CH3:1][C:2]([C:3](=[O:4])[CH2:5][OH:6])([CH3:10])[NH:11][C:12]([c:13]1[cH:14][c:15]([Cl:20])[cH:16][c:17]([Cl:19])[cH:18]1)=[O:21]. Reactants: Brc1cnc(I)nc1, NCCC(F)(F)F, [H-], [Na+], C1CCOC1. Product: FC(F)(F)CCNc1ncc(Br)cn1. RXN SMILES: [Br:10][c:11]1[cH:12][n:13][c:14]([I:17])[n:15][cH:16]1.[F:3][C:4]([CH2:5][CH2:6][NH2:7])([F:8])[F:9].[H-:1].[Na+:2].[O:18]1[CH2:19][CH2:20][CH2:21][CH2:22]1>>[F:3][C:4]([CH2:5][CH2:6][NH:7][c:14]1[n:13][cH:12][c:11]([Br:10])[cH:16][n:15]1)([F:8])[F:9]. Starting materials: ClC(CCCCCCCl)(F)Cl (1,1,7-trichloro-1-fluoroheptane), [OH-].[Na+] (NaOH). The reagents and catalysts are [Cl-].C(C)[N+](CC1=CC=CC=C1)(CC)CC (triethylbenzylammonium chloride). Reaction conditions: temperature 100 celsius. Yields the product ClC(=CCCCCCCl)F (1,7-dichloro-1-fluoro-1-heptene). Isolated yield 44.7%. Reaction SMILES: [Cl:1][C:2](Cl)([F:10])[CH2:3][CH2:4][CH2:5][CH2:6][CH2:7][CH2:8][Cl:9].[OH-].[Na+]>[Cl-].C([N+](CC)(CC)CC1C=CC=CC=1)C>[Cl:1][C:2]([F:10])=[CH:3][CH2:4][CH2:5][CH2:6][CH2:7][CH2:8][Cl:9] |f:1.2,3.4|. Procedure: 35.9 g of 1,1,7-trichloro-1-fluoroheptane were added to 32.5 ml of NaOH at 50% concentration and 0.65 g of triethylbenzylammonium chloride. Under vigorous stirring, the reaction mixture was heated at 100° C for 20 hours; it was then cooled down and extracted with ethyl ether. The ether solution was neutralized with diluted hydrochloric acid, repeatedly washed with water, dried and finally evaporated. From the distillation of the residue there were obtained 13.4 g of 1,7-dichloro-1-fluoro-1-hepte... Starting materials: O=C1CN(CC=2NC=3C=CC=C(C3C21)C(=O)OC)C(=O)OCC2=CC=CC=C2 (2-benzyl 5-methyl 4-oxo-3,4-dihydro-1H-pyrido[3,4-b]indole-2,5(9H)-dicarboxylate), C(C)(=O)O (acetic acid), O.NN (hydrazine hydrate). The solvent is CO (methanol). Run at time 8 hour. The product is O=C1NN=C2C=3C=4C1=CC=CC4NC3CN(C2)C(=O)OCC2=CC=CC=C2 (Benzyl 8-oxo-3,4,8,9-tetrahydro-2,4,9,10-tetraazacyclohepta[def]fluorene-2(1H)-carboxylate). Yield: 94.0%. As a reaction SMILES: O=[C:2]1[C:14]2[C:13]3[C:12]([C:15]([O:17]C)=O)=[CH:11][CH:10]=[CH:9][C:8]=3[NH:7][C:6]=2[CH2:5][N:4]([C:19]([O:21][CH2:22][C:23]2[CH:28]=[CH:27][CH:26]=[CH:25][CH:24]=2)=[O:20])[CH2:3]1.C(O)(=O)C.O.[NH2:34][NH2:35]>CO>[O:17]=[C:15]1[C:12]2=[CH:11][CH:10]=[CH:9][C:8]3[NH:7][C:6]4[CH2:5][N:4]([C:19]([O:21][CH2:22][C:23]5[CH:28]=[CH:27][CH:26]=[CH:25][CH:24]=5)=[O:20])[CH2:3][C:2]([C:14]=4[C:13]=32)=[N:35][NH:34]1 |f:2.3|. Procedure: A solution of compound 2-benzyl 5-methyl 4-oxo-3,4-dihydro-1H-pyrido[3,4-b]indole-2,5(9H)-dicarboxylate (70 mg, 0.18 mmol), acetic acid (0.15 mL, 2.6 mmol), and hydrazine hydrate (0.86 mL, 1.5 mmol) in methanol (4 mL) was heated at reflux. After 8 h, the solid was collected by hot filtration and washed with water, EtOAc, and dichloromethane, to give the target compound (61 mg, 94%). 1H NMR DMSO-d6) δ 11.8 (s, 1H), 10.1 (s, 1H), 7.54 (d, 1H, J=8.4 Hz), 7.48 (d, 1H, J=7.2 Hz), 7.38 (m, 4H), 7.32 (... Starting materials: O1C(CCCC1)OC(CCCCCCCCCCC)O (dodecanediol monotetrahydropyranyl ether), C(Br)(Br)(Br)Br (carbon tetrabromide), C1(=CC=CC=C1)P(C1=CC=CC=C1)C1=CC=CC=C1 (Triphenylphosphine). Solvent: ClCCl (dichloromethane). Run at temperature 0 celsius, time 5 minute. Product: BrCCCCCCCCCCCCOC1OCCCC1 (1-bromo-12-tetrahydropyranyloxydodecane). The yield is 41.9%. As a reaction SMILES: [O:1]1[CH2:6][CH2:5][CH2:4][CH2:3][CH:2]1[O:7][CH:8](O)[CH2:9][CH2:10][CH2:11][CH2:12][CH2:13][CH2:14][CH2:15][CH2:16][CH2:17][CH2:18][CH3:19].C(Br)(Br)(Br)[Br:22].C1(P(C2C=CC=CC=2)C2C=CC=CC=2)C=CC=CC=1>ClCCl>[Br:22][CH2:19][CH2:18][CH2:17][CH2:16][CH2:15][CH2:14][CH2:13][CH2:12][CH2:11][CH2:10][CH2:9][CH2:8][O:7][CH:2]1[CH2:3][CH2:4][CH2:5][CH2:6][O:1]1. Reported procedure: The above-mentioned dodecanediol monotetrahydropyranyl ether (7.882 g) and 11.437 g of carbon tetrabromide were dissolved in 78 ml of dichloromethane. Triphenylphosphine (10.843 g) was added thereto under ice-cooling and the mixture was stirred at 0° C. for 5 minutes. The solvent was distilled away under reduced pressure and the residue was purified by silica gel column chromatography to give 4.029 g of 1-bromo-12-tetrahydropyranyloxydodecane.